This data is from the Open Reaction Database (ORD), a public repository of structured organic reaction records. The task is: describe an organic reaction: reactants, conditions, products, and yield Reactants: BrC=1C(=NC=CC1)NC(C)=O (N-(3-Bromo-pyridin-2-yl)-acetamide), C(CCC)[Sn](C=C)(CCCC)CCCC (Tri-n-butyl(vinyl)tin). Reagents/catalysts: Cl[Pd]([P](C1=CC=CC=C1)(C2=CC=CC=C2)C3=CC=CC=C3)([P](C4=CC=CC=C4)(C5=CC=CC=C5)C6=CC=CC=C6)Cl (Bis(triphenylphosphine)Palladium dichloride). The solvent is C1(=CC=CC=C1)C (toluene), C(=O)(O)[O-].[Na+] (NaHCO3). Conditions: temperature 95 celsius. Product: C(=C)C=1C(=NC=CC1)NC(C)=O (N-(3-Vinyl-pyridin-2-yl)-acetamide). Yield: 46.4%. Reaction SMILES: Br[C:2]1[C:3]([NH:8][C:9](=[O:11])[CH3:10])=[N:4][CH:5]=[CH:6][CH:7]=1.[CH2:12]([Sn](CCCC)(CCCC)C=C)[CH2:13]CC>C1(C)C=CC=CC=1.C([O-])(O)=O.[Na+].Cl[Pd](Cl)([P](C1C=CC=CC=1)(C1C=CC=CC=1)C1C=CC=CC=1)[P](C1C=CC=CC=1)(C1C=CC=CC=1)C1C=CC=CC=1>[CH:12]([C:2]1[C:3]([NH:8][C:9](=[O:11])[CH3:10])=[N:4][CH:5]=[CH:6][CH:7]=1)=[CH2:13] |f:3.4,^1:41,60|. Reported procedure: To a stirred mixture of N-(3-Bromo-pyridin-2-yl)-acetamide (1.20 g, 5.58 mmol) in anhydrous toluene (40 mL) under argon was added Tri-n-butyl(vinyl)tin (3.25 mL, 11.1 mmol) and Bis(triphenylphosphine)Palladium dichloride (0.40g, 0.57 mmol). This mixture was heated at 95° C. for 30 minutes and cooled to room temperature. This mixture was then diluted with saturated NaHCO3 solution (100 mL) and extracted with EtOAc (3×120 mL). The combined EtOAc extracts were dried (MgSO4), filtered and concentrat... Starting materials: Cl[O-].[Na+] (sodium hypochlorite), C(=O)(O)[O-].[Na+] (NaHCO3), [OH-].[Na+] (NaOH), Cl[O-].[Na+] (sodium hypochlorite), [OH-].[Na+] (NaOH), [N+](=O)([O-])C1=C(C=CC(=C1)C)C(F)(F)F (2-nitro-4-methylbenzotrifluoride), ClCCCl (1,2-dichloroethane), Cl[O-].[Na+] (sodium hypochlorite). Reagents/catalysts: [Br-].C(CCC)[N+](CCCC)(CCCC)CCCC (tetra-n-butylammonium bromide), O.[Ru](Cl)(Cl)Cl (ruthenium trichloride hydrate). Run at temperature 45 celsius, time 5 minute. The product is [N+](=O)([O-])C=1C=C(C(=O)O)C=CC1C(F)(F)F (3-Nitro-4-(trifluoromethyl)benzoic acid). The yield is 49.0%. As a reaction SMILES: [N+:1]([C:4]1[CH:9]=[C:8](C)[CH:7]=[CH:6][C:5]=1[C:11]([F:14])([F:13])[F:12])([O-:3])=[O:2].ClCCCl.Cl[O-].[Na+].[OH-].[Na+].[C:24]([O-:27])(O)=[O:25].[Na+]>[Br-].C([N+](CCCC)(CCCC)CCCC)CCC.O.[Ru](Cl)(Cl)Cl>[N+:1]([C:4]1[CH:9]=[C:8]([CH:7]=[CH:6][C:5]=1[C:11]([F:12])([F:13])[F:14])[C:24]([OH:27])=[O:25])([O-:3])=[O:2] |f:2.3,4.5,6.7,8.9,10.11|. Reported procedure: To a rapidly stirred mixture of 1.00 g (4.88 mmol) of 2-nitro-4-methylbenzotrifluoride (from Step A), 236 mg (0.732 mmol) of tetra-n-butylammonium bromide, 51 mg (0.244 mmol) of ruthenium trichloride hydrate, and 2 mL of 1,2-dichloroethane were added five 5.8 -mL (approximately 22 mmol) portions of 13% sodium hypochlorite solution (aqueous, approx. 3.8M) while monitoring and adjusting the pH. With each addition of sodium hypochlorite solution, 5N NaOH was added as necessary to maintain the pH be... The reactants are N[C@@H](CC1=CC=C(C=C1)O)C(=O)O (Tyr), N[C@@H](CCCCN)C(=O)O (Lys), N[C@@H](CCCNC(N)=N)C(=O)O (Arg). The product is N[C@@H](CC(C)C)C(=O)O (Leu). As a reaction SMILES: [NH2:1][C@H:2]([C:11]([OH:13])=[O:12])[CH2:3][C:4]1[CH:9]=CC(O)=C[CH:5]=1.N[C@H](C(O)=O)CCCCN.N[C@H](C(O)=O)CCCNC(=N)N>>[NH2:1][C@H:2]([C:11]([OH:13])=[O:12])[CH2:3][CH:4]([CH3:9])[CH3:5]. Procedure details: Tyr 0.90 (1); Lys 0.19 (1); Arg 0.99 (1) Reactants: BrC=1C(=NN(C1C#N)C)CN(C(OC(C)(C)C)=O)C (tert-butyl ((4-bromo-5-cyano-1-methyl-1H-pyrazol-3-yl)methyl)-(methyl)carbamate), Cl (HCl), O1CCOCC1 (dioxane). The solvent is C(Cl)Cl (DCM). Run at time 3 hour. The product is BrC=1C(=NN(C1C#N)C)CNC (4-bromo-1-methyl-3-[(methylamino)methyl]-1H-pyrazole-5-carbonitrile). Isolated yield 117.9%. Reaction SMILES: [Br:1][C:2]1[C:3]([CH2:10][N:11](C)[C:12](=O)OC(C)(C)C)=[N:4][N:5]([CH3:9])[C:6]=1[C:7]#[N:8].Cl.O1CCOCC1>C(Cl)Cl>[Br:1][C:2]1[C:3]([CH2:10][NH:11][CH3:12])=[N:4][N:5]([CH3:9])[C:6]=1[C:7]#[N:8]. Procedure details: To a 0° C. solution of compound 47 (1.0 g, 3.0 mmol) in DCM (15 mL) was added 4 N HCl in dioxane (3.8 mL, 15 mmol). Allowed to stir at room temperature for 3 hours, then concentrated under vacuum to give compound 109 (810 mg, quantitative) as a white solid.